This data is from the Open Reaction Database (ORD), a public repository of structured organic reaction records. The task is: describe an organic reaction: reactants, conditions, products, and yield Starting materials: COc1ccc(CC(=O)O)cc1, CC(=O)c1ccc(N)cc1. The reagents and catalysts are CN(C)C(=[N+](C)C)ON1C(=O)C2=C(C1=O)C(=C(C(=C2Cl)Cl)Cl)Cl.F[P-](F)(F)(F)(F)F (CITU), CN1CCOCC1 (NMM). The solvent is CN(C)C=O (DMF), CN(C)C=O (DMF), CN(C)C=O (DMF), CN(C)C=O (DMF), CN(C)C=O (DMF), CN(C)C=O (DMF). Reaction conditions: temperature 25 celsius, time 2 hour. Yields the product COc1ccc(CC(=O)Nc2ccc(C(C)=O)cc2)cc1. Isolated yield 0.6%. RXN SMILES: CC(=O)c1ccc(N)cc1.COc1ccc(CC(=O)O)cc1.CN(C)C(=[N+](C)C)ON1C(=O)C2=C(C1=O)C(=C(C(=C2Cl)Cl)Cl)Cl.F[P-](F)(F)(F)(F)F.CN1CCOCC1.CN(C)C=O>>COc1ccc(CC(=O)Nc2ccc(C(C)=O)cc2)cc1. The reactants are FC(C(=O)O)(F)F (trifluoroacetic acid), C(#N)[BH3-].[Na+] (Sodium cyanoborohydride), C=O (paraform-aldehyde), N1=CC=C(C=C1)CNC1=C(C(=O)NC2=CC(=CC=C2)C(F)(F)F)C=CC=C1 (2-[(4-pyridyl)methyl]amino-N-[3-(trifluoromethyl)phenyl]benzamide). Product: N1=CC=C(C=C1)CC1=C(C(=O)NC2=CC(=CC=C2)C(F)(F)F)C=CC=C1NC (2-[(4-Pyridyl)methyl]methylamino-N-[3-(trifluoromethyl)phenyl]benzamide). Procedure details: Sodium cyanoborohydride (0.55g, 14.1 mmol) is added to a stirred mixture of paraform-aldehyde (0.82 g, 27.3 mmol) and 2-[(4-pyridyl)methyl]amino-N-[3-(trifluoromethyl)phenyl]benzamide (Example 14; 1.03 g, 2.78 mmol) in tetrahydrofuran (30 mL) at 20° C. under an argon atmosphere. The resulting mixture is then treated dropwise with trifluoroacetic acid (15 mL) and stirred at room temperature for 20 hours. The mixture diluted with ice-cold aqueous sodium hydroxide (100 mL of 5M) and extracted with ... Solvent: O1CCCC1 (tetrahydrofuran), ice. Reaction SMILES: [C:1]([BH3-])#[N:2].[Na+].C=O.N1C=CC(CN[C:15]2[CH:33]=[CH:32][CH:31]=[CH:30][C:16]=2[C:17]([NH:19][C:20]2[CH:25]=[CH:24][CH:23]=[C:22]([C:26]([F:29])([F:28])[F:27])[CH:21]=2)=[O:18])=CC=1.F[C:35](F)(F)[C:36](O)=O>O1CCCC1>[N:19]1[CH:20]=[CH:21][C:36]([CH2:35][C:15]2[C:33]([NH:2][CH3:1])=[CH:32][CH:31]=[CH:30][C:16]=2[C:17]([NH:19][C:20]2[CH:25]=[CH:24][CH:23]=[C:22]([C:26]([F:29])([F:28])[F:27])[CH:21]=2)=[O:18])=[CH:16][CH:17]=1 |f:0.1|. Conditions: time 20 hour. Reactants: FC(C1=CC=C(C=C1)N1CCC(CC1)NC(OC(C)(C)C)=O)(F)F (tert-butyl 1-[4-(trifluoromethyl)phenyl]piperidin-4-ylcarbamate), Cl (HCl). Run in O1CCOCC1 (1,4-dioxane). Conditions: time 17 hour. Product: Cl.FC(C1=CC=C(C=C1)N1CCC(CC1)N)(F)F (1-[4-(Trifluoromethyl)phenyl]piperidin-4-amine hydrochloride). Isolated yield 92.0%. Reaction SMILES: [F:1][C:2]([F:24])([F:23])[C:3]1[CH:8]=[CH:7][C:6]([N:9]2[CH2:14][CH2:13][CH:12]([NH:15]C(=O)OC(C)(C)C)[CH2:11][CH2:10]2)=[CH:5][CH:4]=1.[ClH:25]>O1CCOCC1>[ClH:25].[F:24][C:2]([F:1])([F:23])[C:3]1[CH:4]=[CH:5][C:6]([N:9]2[CH2:14][CH2:13][CH:12]([NH2:15])[CH2:11][CH2:10]2)=[CH:7][CH:8]=1 |f:3.4|. Reported procedure: A round bottom flask was mixed with tert-butyl 1-[4-(trifluoromethyl)phenyl]piperidin-4-ylcarbamate (472 mg, 1.42 mmol) and a solution of 4.0 N HCl in 1,4-dioxane (20 mL). The reaction mixture was allowed to stir at RT for a period of 17.0 hours. After 17.0 hours the reaction mixture was concentrated to dryness to afford a crude solid. The resulting solid was triturated with ether and filtered to give a total of 377 mg of desired product (92% yield). The product was used without further purifica... Starting materials: CCO, CCOC(=O)Cc1cccc(NC=O)n1, Cl, [Na+], [OH-], O. The product is O=CNc1cccc(CC(=O)O)n1. RXN SMILES: [CH3:20][CH2:21][OH:22].[CH:1](=[O:2])[NH:3][c:4]1[cH:5][cH:6][cH:7][c:8]([CH2:10][C:11](=[O:12])[O:13][CH2:14][CH3:15])[n:9]1.[ClH:19].[Na+:17].[OH-:16].[OH2:18]>>[CH:1](=[O:2])[NH:3][c:4]1[cH:5][cH:6][cH:7][c:8]([CH2:10][C:11](=[O:12])[OH:13])[n:9]1. Starting materials: N1C=CC2=CC=C(C=C12)C#N (1H-indole-6-carbonitrile), N (ammonia). Reagents/catalysts: [Ni] (nickel). Run in C(C)O (ethanol). The product is N1C=CC2=CC=C(C=C12)CN (1H-indole-6-methanamine). Yield: 97.0%. RXN SMILES: [NH:1]1[C:9]2[C:4](=[CH:5][CH:6]=[C:7]([C:10]#[N:11])[CH:8]=2)[CH:3]=[CH:2]1.N>C(O)C.[Ni]>[NH:1]1[C:9]2[C:4](=[CH:5][CH:6]=[C:7]([CH2:10][NH2:11])[CH:8]=2)[CH:3]=[CH:2]1. Reported procedure: A mixture of 1H-indole-6-carbonitrile (prepared by the literature procedure: Batcho, A. D.; Leimgruber, W. Organic Syntheses 1985, 63, 214-225; 1.50 g, 10.6 mmol), Raney an nickel and concentrated aqueous ammonia (4 mL) in ethanol (50 mL) was hydrogenated at atmospheric pressure overnight. The mixture was filtered through Celite® and the filter cake was washed thoroughly with ethanol, while taking care not to allow the catalyst to become dry. The combined filtrates were concentrated to give 1H-i... The reactants are OCC=1OC2=C(C1)C=C(C=C2)C#N (2-(Hydroxymethyl)benzofuran-5-carbonitrile), Cl (HCl), NO (NH2OH), C(C)(C)N(C(C)C)CC (N,N-diisopropylethylamine). Run in C(C)O (ethanol). Conditions: temperature 71 celsius, time 3 hour. Product: ONC(=N)C=1C=CC2=C(C=C(O2)CO)C1 (N-Hydroxy-2-(hydroxymethyl)benzofuran-5-carboximidamide). The yield is 76.4%. RXN SMILES: [OH:1][CH2:2][C:3]1[O:4][C:5]2[CH:11]=[CH:10][C:9]([C:12]#[N:13])=[CH:8][C:6]=2[CH:7]=1.Cl.[NH2:15][OH:16].C(N(CC)C(C)C)(C)C>C(O)C>[OH:16][NH:15][C:12]([C:9]1[CH:10]=[CH:11][C:5]2[O:4][C:3]([CH2:2][OH:1])=[CH:7][C:6]=2[CH:8]=1)=[NH:13]. Procedure details: A mixture of the product of Step B (0.22 g; 1.27 mmol) and HCl×NH2OH (0.18 g; 2.59 mmol) and N,N-diisopropylethylamine (DIPEA) (0.67 ml; 3.82 mmol) in ethanol (EtOH) (2 ml) was stirred for 3 h at ˜71° C. The solvents were removed in vacuo and the residue was treated with H2O (3 ml) and the product was taken up by EtOAc (3×15 ml). The combined organic phase was washed with brine, dried over anhydrous MgSO4, filtered and filtrate evaporated to dryness to give the title compound (0.2 g; 76%), as co... Reactants: ClCCCN1C(OC2=C1C=CC=C2)=O (N-(3-chloropropyl)-2-benzoxazolinone), polyphosphoric acid, C(C)(=O)O (acetic acid), ice water. Reaction conditions: temperature 100 celsius. Yields the product ClCCCN1C(OC2=C1C=CC(=C2)C(C)=O)=O (N-(3-chloropropyl)-6-acetyl-2-benzoxazolinone). As a reaction SMILES: [Cl:1][CH2:2][CH2:3][CH2:4][N:5]1[C:9]2[CH:10]=[CH:11][CH:12]=[CH:13][C:8]=2[O:7][C:6]1=[O:14].[C:15](O)(=[O:17])[CH3:16]>>[Cl:1][CH2:2][CH2:3][CH2:4][N:5]1[C:9]2[CH:10]=[CH:11][C:12]([C:15](=[O:17])[CH3:16])=[CH:13][C:8]=2[O:7][C:6]1=[O:14]. Reported procedure: A mixture of N-(3-chloropropyl)-2-benzoxazolinone (8.5 g, 40 mmol), polyphosphoric acid (100 g), and acetic acid (2.4 g, 2.3 ml, 40 mmol), was stirred and heated at 100° C. for 2 hours. The hot solution was poured into ice-water to deposit a yellow gum. The mixture was extracted with dichloromethane, and insolubles were filtered. The dichloromethane extract was washed with water, dried (K2CO3), and concentrated to afford 6.4 g of a slightly green solid. This was recrystallized from ethanol (95%)... Starting materials: N#CCC(=O)O, CC(=O)[O-], Cl, [NH4+], O=Cc1ccc2c(c1)CCO2, c1ccccc1, c1ccncc1. Yields the product N#CC(=Cc1ccc2c(c1)CCO2)C(=O)O. Reaction SMILES: [C:12](#[N:13])[CH2:14][C:15](=[O:16])[OH:17].[CH3:19][C:20](=[O:21])[O-:22].[ClH:35].[NH4+:18].[O:1]1[CH2:2][CH2:3][c:4]2[c:5]1[cH:6][cH:7][c:8]([CH:10]=[O:11])[cH:9]2.[cH:23]1[cH:24][cH:25][cH:26][cH:27][cH:28]1.[cH:29]1[cH:30][cH:31][n:32][cH:33][cH:34]1>>[O:1]1[CH2:2][CH2:3][c:4]2[c:5]1[cH:6][cH:7][c:8]([CH:10]=[C:14]([C:12]#[N:13])[C:15](=[O:16])[OH:17])[cH:9]2. Starting materials: iminium, N1=CC=CC=C1 (pyridine), O (water), ClC1=CC(=CC=C1)C(=O)OO (m-chloroperbenzoic acid). Run in C(Cl)Cl (methylene chloride). Conditions: time 40 minute. Yields the product C(C1=CC=CC=C1)N1C(CC1)=O (N-benzyl-2-azetidinone), product. Isolated yield 70.0%. RXN SMILES: Cl[C:2]1[CH:7]=[CH:6][CH:5]=[C:4]([C:8](OO)=O)[CH:3]=1.[N:12]1[CH:17]=[CH:16][CH:15]=CC=1.[OH2:18]>C(Cl)Cl>[CH2:8]([N:12]1[CH2:15][CH2:16][C:17]1=[O:18])[C:4]1[CH:3]=[CH:2][CH:7]=[CH:6][CH:5]=1. Reported procedure: N-benzyl-2-azetidine carboxylic acid (2 mmol) was added slowly to excess oxalyl chloride at 0 degrees followed by gradual warming to 45 degrees (10 min.). The clear solution was then poured into cold, anhydrous ether, acidified with 10 drops of 70% perchloric acid and filtered to give N-benzyl-2-azetidinium perchlorate (95%). A suspension of this iminium salt in 10 ml of methylene chloride at 0 degrees was treated with 1 equivalent of 100% m-chloroperbenzoic acid followed by 2 equivalents of pyr...